Task: describe an organic reaction: reactants, conditions, products, and yield. Dataset: the Open Reaction Database (ORD), a public repository of structured organic reaction records Starting materials: O=C([O-])[O-], ClCc1oc(CC2CCCCC2)nc1Cc1ccccc1, COc1ccccc1N1CCNCC1, CC(C)=O, [I-], [K+], [K+], [K+]. Product: COc1ccccc1N1CCN(Cc2oc(CC3CCCCC3)nc2Cc2ccccc2)CC1. As a reaction SMILES: [C:15](=[O:16])([O-:17])[O-:18].[CH2:23]([c:24]1[cH:25][cH:26][cH:27][cH:28][cH:29]1)[c:30]1[n:31][c:32]([CH2:37][CH:38]2[CH2:39][CH2:40][CH2:41][CH2:42][CH2:43]2)[o:33][c:34]1[CH2:35][Cl:36].[CH3:1][O:2][c:3]1[c:4]([N:9]2[CH2:10][CH2:11][NH:12][CH2:13][CH2:14]2)[cH:5][cH:6][cH:7][cH:8]1.[CH3:44][C:45](=[O:46])[CH3:47].[I-:22].[K+:19].[K+:20].[K+:21]>>[CH3:1][O:2][c:3]1[c:4]([N:9]2[CH2:10][CH2:11][N:12]([CH2:35][c:34]3[c:30]([CH2:23][c:24]4[cH:25][cH:26][cH:27][cH:28][cH:29]4)[n:31][c:32]([CH2:37][CH:38]4[CH2:39][CH2:40][CH2:41][CH2:42][CH2:43]4)[o:33]3)[CH2:13][CH2:14]2)[cH:5][cH:6][cH:7][cH:8]1. The reactants are C1(CCCC1)C[C@H](CN(C=O)OCC1=CC=CC=C1)C(=O)NNC1=NC(=NC(=C1F)N1CC2(CC2)C(C1)N(C)C)CC ([(2R)-2-(cyclopentylmethyl)-3-(2-{6-[7-(dimethylamino)-5-azaspiro[2.4]hept-5-yl]-2-ethyl-5-fluoro-4-pyrimidinyl}hydrazino)-3-oxopropyl][(phenylmethyl)oxy]formamide). The reagents and catalysts are [Pd] (Pd/C). Solvent: CO (MeOH). Reaction conditions: time 1 hour. Product: C1(CCCC1)C[C@H](CN(C=O)O)C(=O)NNC1=NC(=NC(=C1F)N1CC2(CC2)C(C1)N(C)C)CC ([(2R)-2-(cyclopentylmethyl)-3-(2-{6-[7-(dimethylamino)-5-azaspiro[2.4]hept-5-yl]-2-ethyl-5-fluoro-4-pyrimidinyl}hydrazino)-3-oxopropyl]hydroxyformamide). Yield: 88.9%. Reaction SMILES: [CH:1]1([CH2:6][C@@H:7]([C:20]([NH:22][NH:23][C:24]2[C:29]([F:30])=[C:28]([N:31]3[CH2:37][CH:36]([N:38]([CH3:40])[CH3:39])[C:33]4([CH2:35][CH2:34]4)[CH2:32]3)[N:27]=[C:26]([CH2:41][CH3:42])[N:25]=2)=[O:21])[CH2:8][N:9]([O:12]CC2C=CC=CC=2)[CH:10]=[O:11])[CH2:5][CH2:4][CH2:3][CH2:2]1>CO.[Pd]>[CH:1]1([CH2:6][C@@H:7]([C:20]([NH:22][NH:23][C:24]2[C:29]([F:30])=[C:28]([N:31]3[CH2:37][CH:36]([N:38]([CH3:40])[CH3:39])[C:33]4([CH2:35][CH2:34]4)[CH2:32]3)[N:27]=[C:26]([CH2:41][CH3:42])[N:25]=2)=[O:21])[CH2:8][N:9]([OH:12])[CH:10]=[O:11])[CH2:2][CH2:3][CH2:4][CH2:5]1. Procedure: To a solution of [(2R)-2-(cyclopentylmethyl)-3-(2-{6-[7-(dimethylamino)-5-azaspiro[2.4]hept-5-yl]-2-ethyl-5-fluoro-4-pyrimidinyl}hydrazino)-3-oxopropyl][(phenylmethyl)oxy]formamide (0.1058 g, 0.182 mmol) in MeOH (5 mL) was added 10% Pd/C (50% water, 32 mg). The mixture was hydrogenated under balloon pressure for 1 h, and then filtered. The solution was concentrated in vacuo, and the residue was azeotroped with EtOAc and crystallized from EtOAc-hexanes to afford [(2R)-2-(cyclopentylmethyl)-3-(2-{... The reactants are [OH-].[Na+] (sodium hydroxide), COC(CC1=C(C=C(C=C1)C1=C(C=C(C=C1)C(CC)(C1=CC(=C(C=C1)C#CC(C(F)(F)F)(C(F)(F)F)O)C)CC)C)F)=O ((4′-{1-ethyl-1-[3-methyl-4-(4,4,4-trifluoro-3-hydroxy-3-trifluoromethyl-1-butynyl)-phenyl]-propyl}-3-fluoro-2′-methyl-biphenyl-4-yl)acetic acid methyl ester), [Cl-].[NH4+] (ammonium chloride). The solvent is CO (Methanol). Reaction conditions: time 5 hour. Yields the product C(C)C(CC)(C1=CC(=C(C=C1)C#CC(C(F)(F)F)(C(F)(F)F)O)C)C1=CC(=C(C=C1)C1=CC(=C(C=C1)CC(=O)O)F)C ((4′-{1-ethyl-1-[3-methyl-4-(4,4,4-trifluoro-3-hydroxy-3-trifluoromethyl-1-butynyl)-phenyl]-propyl}-3-fluoro-2′-methyl-biphenyl-4-yl)-acetic Acid). Yield: 52.5%. RXN SMILES: [OH-].[Na+].C[O:4][C:5](=[O:45])[CH2:6][C:7]1[CH:12]=[CH:11][C:10]([C:13]2[CH:18]=[CH:17][C:16]([C:19]([CH2:41][CH3:42])([C:22]3[CH:27]=[CH:26][C:25]([C:28]#[C:29][C:30]([OH:39])([C:35]([F:38])([F:37])[F:36])[C:31]([F:34])([F:33])[F:32])=[C:24]([CH3:40])[CH:23]=3)[CH2:20][CH3:21])=[CH:15][C:14]=2[CH3:43])=[CH:9][C:8]=1[F:44].[Cl-].[NH4+]>CO>[CH2:20]([C:19]([C:16]1[CH:17]=[CH:18][C:13]([C:10]2[CH:11]=[CH:12][C:7]([CH2:6][C:5]([OH:45])=[O:4])=[C:8]([F:44])[CH:9]=2)=[C:14]([CH3:43])[CH:15]=1)([C:22]1[CH:27]=[CH:26][C:25]([C:28]#[C:29][C:30]([OH:39])([C:35]([F:36])([F:37])[F:38])[C:31]([F:33])([F:34])[F:32])=[C:24]([CH3:40])[CH:23]=1)[CH2:41][CH3:42])[CH3:21] |f:0.1,3.4|. Procedure details: Methanol (1.5 mL) and a 1 N sodium hydroxide aqueous solution (0.200 mL, 0.200 mmol) were added to (4′-{1-ethyl-1-[3-methyl-4-(4,4,4-trifluoro-3-hydroxy-3-trifluoromethyl-1-butynyl)-phenyl]-propyl}-3-fluoro-2′-methyl-biphenyl-4-yl)acetic acid methyl ester (Example 78-(2); 30.1 mg, 0.050 mmol), and the mixture was stirred at room temperature for five hours. The reaction solution was poured into a saturated aqueous ammonium chloride solution, and then the aqueous layer was extracted with ethyl ace...